This data is from the Open Reaction Database (ORD), a public repository of structured organic reaction records. The task is: describe an organic reaction: reactants, conditions, products, and yield Reactants: ClC1=CC=C(C=C1)C=1OC2=C(N1)C=C(C=C2)C(C(=O)O)O (2-p-chlorophenyl-5-benzoxazolylglycolic acid), C(C)(=O)Cl (acetyl chloride). Product: C(C)(=O)OC(C(=O)O)(C=1C=CC2=C(N=CO2)C1)C1=C(C=CC=C1)Cl (α-acetoxy-2-chlorophenyl-5-benzoxazolylacetic acid). As a reaction SMILES: ClC1C=CC([C:8]2[O:9][C:10]3[CH:16]=[CH:15][C:14]([CH:17]([OH:21])[C:18]([OH:20])=[O:19])=[CH:13][C:11]=3[N:12]=2)=CC=1.[C:22]([Cl:25])(=O)[CH3:23]>>[C:10]([O:21][C:17]([C:23]1[CH:16]=[CH:15][CH:14]=[CH:13][C:22]=1[Cl:25])([C:14]1[CH:15]=[CH:16][C:10]2[O:9][CH:8]=[N:12][C:11]=2[CH:13]=1)[C:18]([OH:20])=[O:19])(=[O:9])[CH3:11]. Procedure: A mixture of 2-p-chlorophenyl-5-benzoxazolylglycolic acid (4 g.) and acetyl chloride (50 ml.) was heated under reflux for 24 hours. The residue on evaporation was crystallised to give pure α-acetoxy-2-chlorophenyl-5-benzoxazolylacetic acid. Reactants: S(N)(=O)(=O)C1=CC=C(S1)CCN1C(C=2C(C1=O)=CC=CC2)=O (N-(2-(5-sulfamoyl-2-thienyl)ethyl)phthalimide), CN (methylamine), Cl (HCl). Run in C(C)O (ethanol), C(C)O (ethanol). Reaction conditions: time 22.5 hour. Product: Cl.NCCC1=CC=C(S1)S(=O)(=O)N (5-(2-Aminoethyl)thiophene-2-sulfonamide hydrochloride). RXN SMILES: CN.[S:3]([C:7]1[S:11][C:10]([CH2:12][CH2:13][N:14]2C(=O)C3=CC=CC=C3C2=O)=[CH:9][CH:8]=1)(=[O:6])(=[O:5])[NH2:4].[ClH:25]>C(O)C>[ClH:25].[NH2:14][CH2:13][CH2:12][C:10]1[S:11][C:7]([S:3]([NH2:4])(=[O:6])=[O:5])=[CH:8][CH:9]=1 |f:4.5|. Procedure details: To a solution of methylamine (9 g, 0.33 mol) in ethanol (40 ml), cooled in an ice bath, was added N-(2-(5-sulfamoyl-2-thienyl)ethyl)phthalimide (3.2 g, 9.5 mmol). After stirring for 20-25 hours, the precipitated by-product was removed by filtration. The filtrate was concentrated and diethyl ether was added to precipitate remaining by-product. This was collected on a filter. The filtrate was concentrated to dryness to give the product free base as an oil. This oil was dissolved in ethanol and 6N ... Reactants: NC1CCC(CC1)=O (4-aminocyclohexanone), B(F)(F)F (boron trifluoride), [N+](=[N-])=CC(=O)OCC (ethyl diazoacetate). The solvent is C(C)OCC (diethyl ether). Product: C(C)OC(=O)C1C(CCC(CC1)N)=O (2-ethoxycarbonyl-5-aminocycloheptanone). As a reaction SMILES: [NH2:1][CH:2]1[CH2:7][CH2:6][C:5](=[O:8])[CH2:4][CH2:3]1.B(F)(F)F.[N+](=[CH:15][C:16]([O:18][CH2:19][CH3:20])=[O:17])=[N-]>C(OCC)C>[CH2:19]([O:18][C:16]([CH:15]1[CH2:6][CH2:7][CH:2]([NH2:1])[CH2:3][CH2:4][C:5]1=[O:8])=[O:17])[CH3:20]. Procedure: The appropriate 4-aminocyclohexanone in an appropriate solvent, for example diethyl ether, is treated with an appropriate Lewis acid such as boron trifluoride for about 20 minutes to about an hour at room temperature. To this solution is then added ethyl diazoacetate and the resulting mixture is stirred for about 1 hour to about 24 hours at room temperature. The resulting 2-ethoxycarbonyl-5-aminocycloheptanone is isolated by diluting the reaction mixture with aqueous sodium carbonate and extract... Reactants: Cl[SiH2]Cl (dichlorosilane), C=CCCCCCCCCCC (1-dodecene). Reagents/catalysts: O.Cl.Cl.Cl[Pt](Cl)(Cl)Cl (hexachloroplatinic acid hexahydrate). Solvent: C(C)(C)O (isopropanol). Reaction conditions: temperature 0 celsius, time 40 hour. Product: Cl[Si](CCCCCCCCCCCC)(CCCCCCCCCCCC)Cl (Dichlorodi-n-dodecylsilane). Reaction SMILES: [Cl:1][SiH2:2][Cl:3].[CH2:4]=[CH:5][CH2:6][CH2:7][CH2:8][CH2:9][CH2:10][CH2:11][CH2:12][CH2:13][CH2:14][CH3:15]>C(O)(C)C.O.Cl.Cl.Cl[Pt](Cl)(Cl)Cl>[Cl:1][Si:2]([Cl:3])([CH2:15][CH2:14][CH2:13][CH2:12][CH2:11][CH2:10][CH2:9][CH2:8][CH2:7][CH2:6][CH2:5][CH3:4])[CH2:4][CH2:5][CH2:6][CH2:7][CH2:8][CH2:9][CH2:10][CH2:11][CH2:12][CH2:13][CH2:14][CH3:15] |f:3.4.5.6|. Procedure: To a dry tarred 500 mL Schlenk bomb flask was condensed 29.0 g (0.286 mol) of dichlorosilane at −78° C. To this was added 100 g (0.594 mol) of 1-dodecene under an argon flow. This mixture was allowed to warm to 0° C., then 100 mg (0.193 mmol) of hexachloroplatinic acid hexahydrate dissolved in 2 mL of isopropanol was added via syringe. The mixture was allowed to slowly warm to room temperature where it was allowed to stir for 40 hours. After this time the solution was cannula transferred into a ... Reactants: Cl (hydrogen chloride), C(#N)C12CCCN2CCC1 (7a-Cyano-2,3,5,6,7,7a-hexahydro-1H-pyrrolizine). The reagents and catalysts are [Pt]=O (platinum oxide). The solvent is C(C)(=O)O (acetic acid). Reaction conditions: temperature 20 celsius, time 24 hour. The product is NCC12CCCN2CCC1 (7a-Aminomethyl-2,3,5,6,7,7a-hexahydro-1H-pyrrolizine). The yield is 60.9%. Reaction SMILES: Cl.[C:2]([C:4]12[CH2:11][CH2:10][CH2:9][N:8]1[CH2:7][CH2:6][CH2:5]2)#[N:3]>C(O)(=O)C.[Pt]=O>[NH2:3][CH2:2][C:4]12[CH2:11][CH2:10][CH2:9][N:8]1[CH2:7][CH2:6][CH2:5]2. Procedure: In 8.5 ml of acetic acid introduced therein hydrogen chloride gas (400 mg, 11.0 mmol), 7a-cyano-2,3,5,6,7,7a-hexahydro-1H-pyrrolizine (300 mg, 2.20 mmol, obtained in Example 1) and platinum oxide (30 mg) were added to stir under hydrogen gas atmosphere for 24 hours at 20° C. After removal of insoluble matters from the reaction mixture, the filtrate was concentrated, 0.5N NaOH (10 ml) was added to the residue, which was extracted with chloroform, the extract was dried over anhydrous sodium sulfat... Starting materials: O=Cc1c[nH]c2ncc(Br)cc12, [H-], [Na+], C1CCOC1, O, Cc1ccc(S(=O)(=O)Cl)cc1. Yields the product Cc1ccc(S(=O)(=O)n2cc(C=O)c3cc(Br)cnc32)cc1. RXN SMILES: [Br:1][c:2]1[cH:3][c:4]2[c:5]([n:6][cH:7]1)[nH:8][cH:9][c:10]2[CH:11]=[O:12].[H-:13].[Na+:14].[O:27]1[CH2:28][CH2:29][CH2:30][CH2:31]1.[OH2:26].[S:15](=[O:16])(=[O:17])([c:18]1[cH:19][cH:20][c:21]([CH3:22])[cH:23][cH:24]1)[Cl:25]>>[Br:1][c:2]1[cH:3][c:4]2[c:5]([n:6][cH:7]1)[n:8]([S:15](=[O:16])(=[O:17])[c:18]1[cH:19][cH:20][c:21]([CH3:22])[cH:23][cH:24]1)[cH:9][c:10]2[CH:11]=[O:12]. Reactants: CCOC(C)=O, [H-], CCI, [Na+], CN(C)C=O, O, O=S1(=O)CCN2C=CC=C(c3ccc4[nH]ccc4c3)C2=N1. Yields the product CCn1ccc2cc(C3=CC=CN4CCS(=O)(=O)N=C34)ccc21. RXN SMILES: [CH3:33][CH2:34][O:35][C:36]([CH3:37])=[O:38].[H-:23].[I:24][CH2:25][CH3:26].[Na+:22].[O:28]=[CH:29][N:30]([CH3:31])[CH3:32].[OH2:27].[nH:1]1[cH:2][cH:3][c:4]2[cH:5][c:6]([C:10]3=[CH:11][CH:12]=[CH:13][N:14]4[C:15]3=[N:16][S:17](=[O:20])(=[O:21])[CH2:18][CH2:19]4)[cH:7][cH:8][c:9]12>>[n:1]1([CH2:25][CH3:26])[cH:2][cH:3][c:4]2[cH:5][c:6]([C:10]3=[CH:11][CH:12]=[CH:13][N:14]4[C:15]3=[N:16][S:17](=[O:20])(=[O:21])[CH2:18][CH2:19]4)[cH:7][cH:8][c:9]12. Starting materials: C=CCC(CC=C)(COc1cc(C)c(-c2ccc(C(F)(F)F)cc2)c(C)c1)c1ccc(C(=O)OC)s1, ClCCl. Product: COC(=O)c1ccc(C2(COc3cc(C)c(-c4ccc(C(F)(F)F)cc4)c(C)c3)CC=CC2)s1. RXN SMILES: [CH3:1][O:2][C:3](=[O:4])[c:5]1[s:6][c:7]([C:10]([CH2:11][CH:12]=[CH2:13])([CH2:14][O:15][c:16]2[cH:17][c:18]([CH3:33])[c:19](-[c:23]3[cH:24][cH:25][c:26]([C:29]([F:30])([F:31])[F:32])[cH:27][cH:28]3)[c:20]([CH3:22])[cH:21]2)[CH2:34][CH:35]=[CH2:36])[cH:8][cH:9]1.[Cl:37][CH2:38][Cl:39]>>[CH3:1][O:2][C:3](=[O:4])[c:5]1[s:6][c:7]([C:10]2([CH2:14][O:15][c:16]3[cH:17][c:18]([CH3:33])[c:19](-[c:23]4[cH:24][cH:25][c:26]([C:29]([F:30])([F:31])[F:32])[cH:27][cH:28]4)[c:20]([CH3:22])[cH:21]3)[CH2:11][CH:12]=[CH:13][CH2:34]2)[cH:8][cH:9]1. The reactants are N(=C=S)C=1C=CC(=C(C1)C=1C(N(C2=CC(=NC=C2C1)C)C)=O)C (3-(5-isothiocyanato-2-methylphenyl)-1,7-dimethyl-1,6-naphthyridin-2(1H)-one), C(C1=CC=CC=C1)(=O)NN (benzohydrazide). Solvent: CCO (EtOH). Reaction conditions: time 2 hour. The product is C(C1=CC=CC=C1)(=O)NNC(NC1=CC(=C(C=C1)C)C=1C(N(C2=CC(=NC=C2C1)C)C)=O)=S (2-benzoyl-N-(3-(1,7-dimethyl-2-oxo-1,2-dihydro-1,6-naphthyridin-3-yl)-4-methylphenyl)hydrazinecarbothioamide). RXN SMILES: [N:1]([C:4]1[CH:5]=[CH:6][C:7]([CH3:23])=[C:8]([C:10]2[C:11](=[O:22])[N:12]([CH3:21])[C:13]3[C:18]([CH:19]=2)=[CH:17][N:16]=[C:15]([CH3:20])[CH:14]=3)[CH:9]=1)=[C:2]=[S:3].[C:24]([NH:32][NH2:33])(=[O:31])[C:25]1[CH:30]=[CH:29][CH:28]=[CH:27][CH:26]=1>CCO>[C:24]([NH:32][NH:33][C:2](=[S:3])[NH:1][C:4]1[CH:5]=[CH:6][C:7]([CH3:23])=[C:8]([C:10]2[C:11](=[O:22])[N:12]([CH3:21])[C:13]3[C:18]([CH:19]=2)=[CH:17][N:16]=[C:15]([CH3:20])[CH:14]=3)[CH:9]=1)(=[O:31])[C:25]1[CH:30]=[CH:29][CH:28]=[CH:27][CH:26]=1. Reported procedure: To a solution of 19 (50 mg, 0.16 mmol) in EtOH (1.0 mL), benzohydrazide (26 mg, 0.19 mmol) was added and stirred at rt for 2 h. The solvent was removed under vacuum to yield crude 2-benzoyl-N-(3-(1,7-dimethyl-2-oxo-1,2-dihydro-1,6-naphthyridin-3-yl)-4-methylphenyl)hydrazinecarbothioamide, which was used without purification. MS m/z 458.2 (M+1). Starting materials: CO (Methanol), [Na] (sodium), COC(C=1C(C(=O)OC)=CC=CC1)=O (phthalic acid dimethyl ester), BrC1=CC=C(C=C1)C(C)=O (1-(4-bromophenyl)ethanone). Solvent: C1=CC=CC=C1 (benzene), C1=CC=CC=C1 (benzene). Reaction conditions: time 8 hour. Product: BrC1=CC=C(C(=O)C2C(C3=CC=CC=C3C2=O)=O)C=C1 (2-(4-bromobenzoyl)-1H-indene-1,3 (2H)-dione). RXN SMILES: CO.[Na].CO[C:6](=[O:17])[C:7]1[C:8](=[CH:13][CH:14]=[CH:15][CH:16]=1)[C:9]([O:11]C)=O.[Br:18][C:19]1[CH:24]=[CH:23][C:22]([C:25](=[O:27])[CH3:26])=[CH:21][CH:20]=1>C1C=CC=CC=1>[Br:18][C:19]1[CH:24]=[CH:23][C:22]([C:25]([CH:26]2[C:6](=[O:17])[C:7]3[C:8](=[CH:13][CH:14]=[CH:15][CH:16]=3)[C:9]2=[O:11])=[O:27])=[CH:21][CH:20]=1 |^1:2|. Reported procedure: Methanol (8.5 ml) was treated with sodium (4.8 g) in benzene (90 mL). The reaction mixture was refluxed overnight, allowed to cool to room temperature, and treated with phthalic acid dimethyl ester (38.84 g) and 1-(4-bromophenyl)ethanone (39.81 g) in benzene (50 mL). Distillation of the reaction mixture was performed at 80° C. overnight to remove methanol. The reaction mixture was poured into diluted HCl and filtered. The filter cake was collected and recrystallized from ethanol to provide the t...